From a dataset of the Open Reaction Database (ORD), a public repository of structured organic reaction records. describe an organic reaction: reactants, conditions, products, and yield The reactants are BrBr (Bromine), [OH-].[Na+] (sodium hydroxide), BrC1=C(C(=O)C2=CC=CC=C2)C=CC(=C1)OC (2-bromo-4-methoxy benzophenone). The product is BrC1=C(C(=O)O)C=CC(=C1)OC (2-bromo-4-methoxy benzoic acid). RXN SMILES: BrBr.[OH-:3].[Na+].[Br:5][C:6]1[CH:19]=[C:18]([O:20][CH3:21])[CH:17]=[CH:16][C:7]=1[C:8](C1C=CC=CC=1)=[O:9]>>[Br:5][C:6]1[CH:19]=[C:18]([O:20][CH3:21])[CH:17]=[CH:16][C:7]=1[C:8]([OH:9])=[O:3] |f:1.2|. Procedure details: Bromine is added into aqueous sodium hydroxide, and then 2-bromo-4-methoxy benzophenone is added to give 2-bromo-4-methoxy benzoic acid (IV). The reactants are CC1=C(C(=C(C(=C1C)CO)C)C)CO (2,3,5,6-Tetramethyl-p-xylene-α,α'-diol), S(O)(O)(=O)=O (sulfuric acid), O (water). The reagents and catalysts are [O-2].[Cr+6].[O-2].[O-2] (chromium (VI) oxide). Solvent: CC(=O)C (acetone), CC(=O)C (acetone). Run at temperature 0 celsius, time 18 hour. Yields the product CC1=C(C(=O)O)C(=C(C(=C1C)C(=O)O)C)C (2,3,5,6-Tetramethyl-terephthalic Acid). Yield: 80.0%. Reaction SMILES: [CH3:1][C:2]1[C:7]([CH3:8])=[C:6]([CH2:9][OH:10])[C:5]([CH3:11])=[C:4]([CH3:12])[C:3]=1[CH2:13][OH:14].S(=O)(=O)(O)[OH:16].[OH2:20]>CC(C)=O.[O-2].[Cr+6].[O-2].[O-2]>[CH3:12][C:4]1[C:5]([CH3:11])=[C:6]([C:9]([OH:16])=[O:10])[C:7]([CH3:8])=[C:2]([CH3:1])[C:3]=1[C:13]([OH:14])=[O:20] |f:4.5.6.7|. Procedure details: 2,3,5,6-Tetramethyl-p-xylene-α,α'-diol (5.0 g, 26 mmol) was suspended in 250 mL of distilled acetone, and cooled to 0° C. To a separate solution of chromium (VI) oxide (14.15 g, 0.14 ml) in 50 mL of water was dropwise added concentrated sulfuric acid (14.5 mL, 0.26 mol) at 0° C. during 45 minutes. This mixture was then added dropwise during 30 minutes to the acetone solution, with stirring at 0° C. The mixture was stirred vigorously at 0° C. for 1 hour, then at room temperature for 18 hours. The... Starting materials: solution, C(CCC)[Li] (n-butyllithium), FC(OC1=CC=C(C=C1)NC(=O)N1N=C(C(C1)C)C1=CC=C(C=C1)Cl)(F)F (N-(4-trifluoromethoxyphenyl)-3-(4-chlorophenyl)-4-methyl-4,5-dihydro-1H-pyrazole-1-carboxamide), C(=O)OC (methyl formate), C(C)(C)NC(C)C (diisopropylamine). Solvent: CCCCCC (hexane), O1CCCC1 (tetrahydrofuran), O1CCCC1 (tetrahydrofuran), C(C)(=O)O (acetic acid). Run at temperature -20 celsius, time 15 minute. The product is FC(OC1=CC=C(C=C1)NC(=O)N1N=C(C(C1)(C)C=O)C1=CC=C(C=C1)Cl)(F)F (N-(4-trifluoromethoxyphenyl)-3-(4-chlorophenyl)-4-formyl-4-methyl-4,5-dihydro-1H-pyrazole-1-carboxamide). As a reaction SMILES: C(NC(C)C)(C)C.C([Li])CCC.[F:13][C:14]([F:39])([F:38])[O:15][C:16]1[CH:21]=[CH:20][C:19]([NH:22][C:23]([N:25]2[CH2:29][CH:28]([CH3:30])[C:27]([C:31]3[CH:36]=[CH:35][C:34]([Cl:37])=[CH:33][CH:32]=3)=[N:26]2)=[O:24])=[CH:18][CH:17]=1.[CH:40](OC)=[O:41]>O1CCCC1.CCCCCC.C(O)(=O)C>[F:39][C:14]([F:13])([F:38])[O:15][C:16]1[CH:21]=[CH:20][C:19]([NH:22][C:23]([N:25]2[CH2:29][C:28]([CH:40]=[O:41])([CH3:30])[C:27]([C:31]3[CH:36]=[CH:35][C:34]([Cl:37])=[CH:33][CH:32]=3)=[N:26]2)=[O:24])=[CH:18][CH:17]=1. Reported procedure: To 3.5 ml of diisopropylamine dissolved in 20 ml of tetrahydrofuran and cooled in a -20° C. bath was added 10.0 ml of a 2.5 molar solution n-butyllithium in hexane. After stirring for 5 minutes a solution of 4.0 g of N-(4-trifluoromethoxyphenyl)-3-(4-chlorophenyl)-4-methyl-4,5-dihydro-1H-pyrazole-1-carboxamide in 10 ml of tetrahydrofuran was added and the resulting solution stirred for 15 minutes and then cooled to -78° C. To this solution was added 2.0 ml of methyl formate and, after 5 minutes,... Reactants: O=C(O)Cc1ccc(F)cc1, O=[N+]([O-])O, O=S(=O)(O)O. Yields the product O=C(O)Cc1ccc(F)c([N+](=O)[O-])c1. As a reaction SMILES: [F:1][c:2]1[cH:3][cH:4][c:5]([CH2:8][C:9](=[O:10])[OH:11])[cH:6][cH:7]1.[OH:12][N+:13]([O-:14])=[O:15].[S:16](=[O:17])(=[O:18])([OH:19])[OH:20]>>[F:1][c:2]1[cH:3][cH:4][c:5]([CH2:8][C:9](=[O:10])[OH:11])[cH:6][c:7]1[N+:13](=[O:12])[O-:14].